From a dataset of the Open Reaction Database (ORD), a public repository of structured organic reaction records. describe an organic reaction: reactants, conditions, products, and yield Reactants: NC(CO)CC(F)(F)F (rac-2-Amino-4,4,4-trifluorobutan-1-ol), C([O-])([O-])=O.[K+].[K+] (potassium carbonate), ClC(=O)OCC1=CC=CC=C1 (benzyl chloroformate), ClC(=O)OCC1=CC=CC=C1 (benzyl chloroformate), C([O-])([O-])=O.[K+].[K+] (potassium carbonate). Run in O1CCOCC1 (1,4-dioxane). Run at time 2 hour. Yields the product FC(CC(CO)NC(OCC1=CC=CC=C1)=O)(F)F (rac-Benzyl (4,4,4-trifluoro-1-hydroxybutan-2-yl)carbamate). Reaction SMILES: [NH2:1][CH:2]([CH2:5][C:6]([F:9])([F:8])[F:7])[CH2:3][OH:4].C(=O)([O-])[O-].[K+].[K+].Cl[C:17]([O:19][CH2:20][C:21]1[CH:26]=[CH:25][CH:24]=[CH:23][CH:22]=1)=[O:18]>O1CCOCC1>[F:7][C:6]([F:9])([F:8])[CH2:5][CH:2]([NH:1][C:17](=[O:18])[O:19][CH2:20][C:21]1[CH:26]=[CH:25][CH:24]=[CH:23][CH:22]=1)[CH2:3][OH:4] |f:1.2.3|. Reported procedure: 400 mg of rac-2-amino-4,4,4-trifluorobutan-1-ol (Example 42A, 2.5 mmol, purity about 90%, 1 equivalent) in 36 ml of 1,4-dioxane were admixed at RT with 0.38 ml of 50% aqueous potassium carbonate solution (1.7 mmol, 0.68 equivalent) and 0.54 ml of benzyl chloroformate (3.8 mmol, 1.5 equivalents), and the mixture was stirred at RT for 2 h. Then another 0.11 ml of benzyl chloroformate (0.76 mmol, 0.3 equivalent) and 0.08 ml of 50% aqueous potassium carbonate solution (0.35 mmol, 0.14 equivalent) we... The reactants are C#Cc1cccc(N)c1, CC(C)O, Clc1ncnc2cc3c(cc12)OCO3. The product is Cl, C#Cc1cccc(Nc2ncnc3cc4c(cc23)OCO4)c1. As a reaction SMILES: [C:15](#[CH:16])[c:17]1[cH:18][c:19]([NH2:20])[cH:21][cH:22][cH:23]1.[CH:24]([OH:25])([CH3:26])[CH3:27].[Cl:1][c:2]1[n:3][cH:4][n:5][c:6]2[cH:7][c:8]3[c:9]([cH:10][c:11]12)[O:12][CH2:13][O:14]3>>[ClH:1].[c:2]1([NH:20][c:19]2[cH:18][c:17]([C:15]#[CH:16])[cH:23][cH:22][cH:21]2)[n:3][cH:4][n:5][c:6]2[cH:7][c:8]3[c:9]([cH:10][c:11]12)[O:12][CH2:13][O:14]3. Reactants: CCOC(=O)C(=O)N(CCCCCCO[Si](C)(C)C(C)(C)C)C(C)(C)C, CCOC(C)=O, CCCC[N+](CCCC)(CCCC)CCCC, C1CCOC1, CCCCCCC, [F-]. Product: CCOC(=O)C(=O)N(CCCCCCO)C(C)(C)C. Reaction SMILES: [C:1]([CH3:2])([CH3:3])([CH3:4])[N:5]([C:6]([C:7](=[O:8])[O:9][CH2:10][CH3:11])=[O:12])[CH2:13][CH2:14][CH2:15][CH2:16][CH2:17][CH2:18][O:19][Si:20]([C:21]([CH3:22])([CH3:23])[CH3:24])([CH3:25])[CH3:26].[C:50]([O:51][CH2:52][CH3:53])(=[O:54])[CH3:55].[CH2:28]([N+:29]([CH2:30][CH2:31][CH2:32][CH3:33])([CH2:34][CH2:35][CH2:36][CH3:37])[CH2:38][CH2:39][CH2:40][CH3:41])[CH2:42][CH2:43][CH3:44].[CH2:45]1[O:46][CH2:47][CH2:48][CH2:49]1.[CH3:56][CH2:57][CH2:58][CH2:59][CH2:60][CH2:61][CH3:62].[F-:27]>>[C:1]([CH3:2])([CH3:3])([CH3:4])[N:5]([C:6]([C:7](=[O:8])[O:9][CH2:10][CH3:11])=[O:12])[CH2:13][CH2:14][CH2:15][CH2:16][CH2:17][CH2:18][OH:19]. Reaction SMILES: [K+].[Br-:2].Br.C([N:11]([CH:30]([CH3:32])[CH3:31])[CH2:12][C:13]([C:15]1[CH:20]=[CH:19][C:18]([NH:21][S:22]([NH:25][C:26]([CH3:29])([CH3:28])[CH3:27])(=[O:24])=[O:23])=[CH:17][CH:16]=1)=[O:14])C1C=CC=CC=1>>[BrH:2].[C:26]([NH:25][S:22]([NH:21][C:18]1[CH:19]=[CH:20][C:15]([CH:13]([OH:14])[CH2:12][NH:11][CH:30]([CH3:31])[CH3:32])=[CH:16][CH:17]=1)(=[O:24])=[O:23])([CH3:29])([CH3:28])[CH3:27] |f:0.1,2.3,4.5|. Reported procedure: Infrared (pelletized with KBr): 840, 1145, 1330, 1395, 1520, 1615, 2800, 2980, 3160, 3300 cm-1. Prepared from N-[4-(N-benzyl-N-isopropylglycyl)phenyl]-N'-tert.-butylsulfamide hydrobromide. Product: Br.C(C)(C)(C)NS(=O)(=O)NC1=CC=C(C=C1)C(CNC(C)C)O (N-tert.-Butyl-N'-[4-(1-hydroxy-2-isopropylaminoethyl)phenyl]-sulfamide Hydrobromide). The reactants are [K+].[Br-] (KBr), Br.C(C1=CC=CC=C1)N(CC(=O)C1=CC=C(C=C1)NS(=O)(=O)NC(C)(C)C)C(C)C (N-[4-(N-benzyl-N-isopropylglycyl)phenyl]-N'-tert.-butylsulfamide hydrobromide). Starting materials: OC1=CC=CC=2C(C3=C(C=CC=C3C(C12)=O)O)=O (1,5-dihydroxyanthraquinone), stannous chloride. Solvent: C(C)(=O)O (acetic acid), Cl (hydrochloric acid). Conditions: temperature 5 celsius, time 4 hour. The product is OC1=CC=CC=2CC3=C(C=CC=C3C(C12)=O)O (1,5-dihydroxyanthrone). Yield: 85.0%. Reaction SMILES: [OH:1][C:2]1[C:15]2[C:14](=[O:16])[C:13]3[C:8](=[C:9]([OH:17])[CH:10]=[CH:11][CH:12]=3)[C:7](=O)[C:6]=2[CH:5]=[CH:4][CH:3]=1>C(O)(=O)C.Cl>[OH:1][C:2]1[C:15]2[C:14](=[O:16])[C:13]3[C:8](=[C:9]([OH:17])[CH:10]=[CH:11][CH:12]=3)[CH2:7][C:6]=2[CH:5]=[CH:4][CH:3]=1. Procedure: To a suspension of 1,5-dihydroxyanthraquinone (10 g, 41.6 mmole) and stannous chloride (45 g, 237 mmole) in glacial acetic acid (150 ml), conc. hydrochloric acid (90 ml) was added at 16°-20° C. The resulting mixture was stirred for 4 hours under reflux. After standing at room temperature overnight, the reaction mixture was cooled to 5° C. A precipitate was filtered, washed with H2O and dried to afford 8.0 g of 1,5-dihydroxyanthrone as dark brown needles having a m.p. of 231°-233° C.